describe an organic reaction: reactants, conditions, products, and yield From a dataset of the Open Reaction Database (ORD), a public repository of structured organic reaction records. The reactants are ClC=1C=C(C=CC1)C(CN)O (2-(3-chlorophenyl)-2-hydroxyethanamine), FC=1C=C(C=CC1)C(CN)O (2-(3-fluorophenyl)-2-hydroxyethanamine), C(\C=C\C(=O)O)(=O)O (fumaric acid). Yields the product CC1=CC=C(C=C1)CC(C)NCC(C1=CC(=CC=C1)F)O (N-(2-(4-Methylphenyl)-1-methylethyl)-2-hydroxy-2-(3-fluorophenyl)ethanamine). Reaction SMILES: Cl[C:2]1[CH:3]=[C:4](C(O)CN)[CH:5]=[CH:6][CH:7]=1.[F:12][C:13]1[CH:14]=[C:15]([CH:19]([OH:22])[CH2:20][NH2:21])[CH:16]=[CH:17][CH:18]=1.[C:23](O)(=O)/[CH:24]=[CH:25]/[C:26](O)=O>>[CH3:23][C:24]1[CH:3]=[CH:2][C:7]([CH2:6][CH:5]([NH:21][CH2:20][CH:19]([OH:22])[C:15]2[CH:16]=[CH:17][CH:18]=[C:13]([F:12])[CH:14]=2)[CH3:4])=[CH:26][CH:25]=1. Procedure details: The title compound was prepared in the manner described in Example 3 replacing 2-(3-chlorophenyl)-2-hydroxyethanamine with 2-(3-fluorophenyl)-2-hydroxyethanamine. The chromatographed material was treated with methanolic fumaric acid and the derived salt recrystallised from ethyl acetate to give the title compound (fumarate), mp 58-83, as a 52-48 mixture of diastereoisomers. Solvent: C(C)#N (acetonitrile), C(C)#N (acetonitrile). The reactants are S(=O)(Cl)Cl (thionyl chloride), O[C@H](CCNC(OC(C)(C)C)=O)C (tert-butyl [(3S)-3-hydroxybutyl]carbamate), CCOC(=O)C (EtOAc), N1=CC=CC=C1 (pyridine). Procedure: To a solution of thionyl chloride (192 mL, 2.6 mol) in acetonitrile (1.0 L) at −40° C. is added dropwise a solution of tert-butyl [(3S)-3-hydroxybutyl]carbamate (200 g, 1.1 mol) in acetonitrile (2.5 L). The mixture is stirred for 10 min and 4-dimethylaminopyridine (12.9 g, 105.66 mmol) is added. After stirring for another 10 min, pyridine (427 mL, 5.3 mol) is added over 90 min, keeping the temperature below −40° C. EtOAc is added at −40° C. and the suspension is filtered to remove the solid. To ... Product: C[C@H]1CCN(S(O1)=O)C(=O)OC(C)(C)C (tert-butyl (6S)-6-methyl-1,2,3-oxathiazinane-3-carboxylate 2-oxide). The yield is 96.6%. Reagents/catalysts: CN(C1=CC=NC=C1)C (4-dimethylaminopyridine). Reaction SMILES: [S:1](Cl)(Cl)=[O:2].[OH:5][C@@H:6]([CH3:17])[CH2:7][CH2:8][NH:9][C:10](=[O:16])[O:11][C:12]([CH3:15])([CH3:14])[CH3:13].N1C=CC=CC=1.CCOC(C)=O>C(#N)C.CN(C)C1C=CN=CC=1>[CH3:17][C@@H:6]1[O:5][S:1](=[O:2])[N:9]([C:10]([O:11][C:12]([CH3:13])([CH3:15])[CH3:14])=[O:16])[CH2:8][CH2:7]1. Conditions: time 10 minute. The product is COc1ccc(Cn2nc(C)c3cc(Br)ccc32)cc1. Reaction SMILES: [Br:1][c:2]1[cH:3][c:4]2[c:5]([CH3:11])[n:6][nH:7][c:8]2[cH:9][cH:10]1.[CH2:34]1[O:35][CH2:36][CH2:37][CH2:38]1.[CH3:12][C:13]([CH3:14])([O-:15])[CH3:16].[CH3:18][O:19][c:20]1[cH:21][cH:22][c:23]([CH2:24][Cl:25])[cH:26][cH:27]1.[CH3:28][CH2:29][O:30][C:31](=[O:32])[CH3:33].[K+:17]>>[Br:1][c:2]1[cH:3][c:4]2[c:5]([CH3:11])[n:6][n:7]([CH2:24][c:23]3[cH:22][cH:21][c:20]([O:19][CH3:18])[cH:27][cH:26]3)[c:8]2[cH:9][cH:10]1. Reactants: Cc1n[nH]c2ccc(Br)cc12, C1CCOC1, CC(C)(C)[O-], COc1ccc(CCl)cc1, CCOC(C)=O, [K+].